Dataset: the Open Reaction Database (ORD), a public repository of structured organic reaction records. Task: describe an organic reaction: reactants, conditions, products, and yield RXN SMILES: [Cl:1][c:2]1[cH:3][cH:4][c:5]([CH:8]2[N:9]3[C:10](=[O:19])[CH:11]([I:18])[CH2:12][CH2:13][CH:14]3[CH2:15][CH2:16][CH2:17]2)[cH:6][cH:7]1.[P:20]([O:21][CH2:22][CH3:23])([O:24][CH2:25][CH3:26])[O:27][CH2:28][CH3:29]>>[Cl:1][c:2]1[cH:3][cH:4][c:5]([CH:8]2[N:9]3[C:10](=[O:19])[CH:11]([P:20]([O:21][CH2:22][CH3:23])([O:24][CH2:25][CH3:26])=[O:27])[CH2:12][CH2:13][CH:14]3[CH2:15][CH2:16][CH2:17]2)[cH:6][cH:7]1. Reactants: O=C1C(I)CCC2CCCC(c3ccc(Cl)cc3)N12, CCOP(OCC)OCC. Yields the product CCOP(=O)(OCC)C1CCC2CCCC(c3ccc(Cl)cc3)N2C1=O. Starting materials: N#Cc1cc(Br)c2ccn(-c3ccc(OCc4ccccc4)c(F)c3)c2c1, CC(C)c1cc(C(C)C)c(-c2ccccc2P(C(C)(C)C)C(C)(C)C)c(C(C)C)c1, CCOC(C)=O, Cl, [K+], O=C(C=Cc1ccccc1)C=Cc1ccccc1, C1COCCO1, O=C(C=Cc1ccccc1)C=Cc1ccccc1, O=C(C=Cc1ccccc1)C=Cc1ccccc1, [OH-], O, [Pd], [Pd]. The product is N#Cc1cc(O)c2ccn(-c3ccc(OCc4ccccc4)c(F)c3)c2c1. As a reaction SMILES: [Br:1][c:2]1[c:3]2[cH:4][cH:5][n:6](-[c:13]3[cH:14][c:15]([F:27])[c:16]([O:19][CH2:20][c:21]4[cH:22][cH:23][cH:24][cH:25][cH:26]4)[cH:17][cH:18]3)[c:7]2[cH:8][c:9]([C:11]#[N:12])[cH:10]1.[C:30]([P:31]([C:32]([CH3:33])([CH3:34])[CH3:35])[c:36]1[cH:37][cH:38][cH:39][cH:40][c:41]1-[c:42]1[c:43]([CH:44]([CH3:45])[CH3:46])[cH:47][c:48]([CH:49]([CH3:50])[CH3:51])[cH:52][c:53]1[CH:54]([CH3:55])[CH3:56])([CH3:57])([CH3:58])[CH3:59].[CH3:68][CH2:69][O:70][C:71](=[O:72])[CH3:73].[ClH:60].[K+:29].[O:112]=[C:113]([CH:114]=[CH:115][c:116]1[cH:117][cH:118][cH:119][cH:120][cH:121]1)[CH:122]=[CH:123][c:124]1[cH:125][cH:126][cH:127][cH:128][cH:129]1.[O:61]1[CH2:62][CH2:63][O:64][CH2:65][CH2:66]1.[O:76]=[C:77]([CH:78]=[CH:79][c:80]1[cH:81][cH:82][cH:83][cH:84][cH:85]1)[CH:86]=[CH:87][c:88]1[cH:89][cH:90][cH:91][cH:92][cH:93]1.[O:94]=[C:95]([CH:96]=[CH:97][c:98]1[cH:99][cH:100][cH:101][cH:102][cH:103]1)[CH:104]=[CH:105][c:106]1[cH:107][cH:108][cH:109][cH:110][cH:111]1.[OH-:28].[OH2:67].[Pd:74].[Pd:75]>>[c:2]1([OH:28])[c:3]2[cH:4][cH:5][n:6](-[c:13]3[cH:14][c:15]([F:27])[c:16]([O:19][CH2:20][c:21]4[cH:22][cH:23][cH:24][cH:25][cH:26]4)[cH:17][cH:18]3)[c:7]2[cH:8][c:9]([C:11]#[N:12])[cH:10]1. The reactants are [Si](C)(C)(C(C)(C)C)OCC1CC(=CC(O1)=O)O (6-t-Butyldimethylsilyloxymethyl-5,6-dihydro-4-hydroxy pyran-2-one). Run in C(C)O (ethanol). Isolated yield 96.0%. The product is [Si](C)(C)(C(C)(C)C)OCC1CC(CC(O1)=O)O (6-t-butyldimethylsilyloxymethyl-4-hydroxytetrahydro pyran-2-one). As a reaction SMILES: [Si:1]([O:8][CH2:9][CH:10]1[O:15][C:14](=[O:16])[CH:13]=[C:12]([OH:17])[CH2:11]1)([C:4]([CH3:7])([CH3:6])[CH3:5])([CH3:3])[CH3:2]>C(O)C>[Si:1]([O:8][CH2:9][CH:10]1[O:15][C:14](=[O:16])[CH2:13][CH:12]([OH:17])[CH2:11]1)([C:4]([CH3:7])([CH3:6])[CH3:5])([CH3:3])[CH3:2]. Reported procedure: 6-t-Butyldimethylsilyloxymethyl-5,6-dihydro-4-hydroxy pyran-2-one (26.3 parts) was dissolved in ethanol (500 parts) and heated to 45° C.-55° C. Raney nickel (6.6 parts) was washed caustic free with water and then water free with ethanol and added to the pyran-2-one solution under a blanket of nitrogen. Hydrogen was passed through the rapidly stirred mixture until the reaction was complete, as judged by GC analysis. The catalyst was filtered off and the solvent removed at 40° C./20 mm to leave 6-... Reactants: COC(=O)C1=CC(=C(C=C1)N=C1NCCN1)C (2-(4-methoxycarbonyl-2-methylphenylimino)imidazolidine), Cl (hydrochloric acid). Reaction conditions: temperature 75 celsius. Yields the product Cl.C(=O)(O)C1=CC(=C(C=C1)N=C1NCCN1)C (2-(4-carboxy-2-methylphenylimino)imidazolidine hydrochloride). As a reaction SMILES: C[O:2][C:3]([C:5]1[CH:10]=[CH:9][C:8]([N:11]=[C:12]2[NH:16][CH2:15][CH2:14][NH:13]2)=[C:7]([CH3:17])[CH:6]=1)=[O:4].[ClH:18]>>[ClH:18].[C:3]([C:5]1[CH:10]=[CH:9][C:8]([N:11]=[C:12]2[NH:13][CH2:14][CH2:15][NH:16]2)=[C:7]([CH3:17])[CH:6]=1)([OH:4])=[O:2] |f:2.3|. Procedure details: 2-(4-Methoxycarbonyl-2-methylphenylimino)imidazolidine (2.0 g from Example 4) is dissolved in 4 N hydrochloric acid (30 ml) and heated at 75° C. for 18 hours. After cooling crystals separate which are filtered (2.2 g). Recrystallization from water gives 2-(4-carboxy-2-methylphenylimino)imidazolidine hydrochloride, m.p. 280°-281° C. (dec.). The reactants are O=C1N(C(C1NC(COC1=CC=CC=C1)=O)SNC1=CC=CC=C1)C(C(=O)OC)C(=C)C (methyl 2-oxo-3-(2-phenoxy-acetamido)-4-anilinothio-α-isopropenyl-1-azetidineacetate), Cl (hydrochloric acid). Solvent: C(Cl)Cl (methylene chloride), C(Cl)Cl (methylene chloride). Run at time 10 hour. Product: ClCC1(S[C@H]2N(C1C(=O)OC)C(C2NC(COC2=CC=CC=C2)=O)=O)C (methyl 2-chloromethyl-2-methyl-6-(2-phenoxyacetamido)-penam-3-carboxylate). RXN SMILES: [O:1]=[C:2]1[CH:5]([NH:6][C:7](=[O:16])[CH2:8][O:9][C:10]2[CH:15]=[CH:14][CH:13]=[CH:12][CH:11]=2)[CH:4]([S:17]NC2C=CC=CC=2)[N:3]1[CH:25]([C:30]([CH3:32])=[CH2:31])[C:26]([O:28][CH3:29])=[O:27].[ClH:33]>C(Cl)Cl>[Cl:33][CH2:31][C:30]1([CH3:32])[CH:25]([C:26]([O:28][CH3:29])=[O:27])[N:3]2[C:2](=[O:1])[CH:5]([NH:6][C:7](=[O:16])[CH2:8][O:9][C:10]3[CH:15]=[CH:14][CH:13]=[CH:12][CH:11]=3)[C@H:4]2[S:17]1. Procedure: To a solution of methyl 2-oxo-3-(2-phenoxy-acetamido)-4-anilinothio-α-isopropenyl-1-azetidineacetate (0.12 g), in dried methylene chloride (5 ml) was added 5% methanolic hydrochloric acid (0.8 ml) and the mixture was stirred for 10 hours at room temperature. After the reaction, methylene chloride was distilled off under reduced pressure from the reaction mixture. The residue was extracted with ethyl acetate and the extract was washed with water and dried. The solvent was distilled off to give oi... Starting materials: O=C(c1ncc[nH]1)c1ncc[nH]1, CN(C)C=O, CCOC(C)=O, O=C(O)C(O)(c1ccccc1)C1CCC(F)(F)C1, [H-], [Na+], CC(C)(C)OC(=O)N1CCC(O)CC1. The product is CC(C)(C)OC(=O)N1CCC(OC(=O)C(O)(c2ccccc2)C2CCC(F)(F)C2)CC1. Reaction SMILES: [C:19]([c:20]1[nH:21][cH:22][cH:23][n:24]1)([c:25]1[nH:26][cH:27][cH:28][n:29]1)=[O:30].[CH3:47][N:48]([CH3:49])[CH:50]=[O:51].[CH3:52][CH2:53][O:54][C:55](=[O:56])[CH3:57].[F:1][C:2]1([F:18])[CH2:3][CH:4]([C:7]([C:8](=[O:9])[OH:10])([c:11]2[cH:12][cH:13][cH:14][cH:15][cH:16]2)[OH:17])[CH2:5][CH2:6]1.[H-:45].[Na+:46].[OH:31][CH:32]1[CH2:33][CH2:34][N:35]([C:38](=[O:39])[O:40][C:41]([CH3:42])([CH3:43])[CH3:44])[CH2:36][CH2:37]1>>[F:1][C:2]1([F:18])[CH2:3][CH:4]([C:7]([C:8](=[O:9])[O:10][CH:32]2[CH2:33][CH2:34][N:35]([C:38](=[O:39])[O:40][C:41]([CH3:42])([CH3:43])[CH3:44])[CH2:36][CH2:37]2)([c:11]2[cH:12][cH:13][cH:14][cH:15][cH:16]2)[OH:17])[CH2:5][CH2:6]1. Starting materials: C(C)(=O)O[BH-](OC(C)=O)OC(C)=O.[Na+] (sodium triacetoxyborohydride), C1(CCCC1)=O (cyclopentanone), NC=1C=CC(=C(C1)[C@]1(N=C(OCC1)N)C)F ((S)-4-(5-amino-2-fluoro-phenyl)-4-methyl-5,6-dihydro-4H-[1,3]oxazin-2-ylamine), C(C)(=O)O (acetic acid). Solvent: ClCCl (dichloromethane). Reaction conditions: time 2.5 hour. The product is C1(CCCC1)NC=1C=CC(=C(C1)[C@]1(N=C(OCC1)N)C)F ((S)-4-(5-cyclopentylamino-2-fluoro-phenyl)-4-methyl-5,6-dihydro-4H-[1,3]oxazin-2-ylamine). Isolated yield 6.4%. RXN SMILES: [C:1]1(=O)[CH2:5][CH2:4][CH2:3][CH2:2]1.[NH2:7][C:8]1[CH:9]=[CH:10][C:11]([F:22])=[C:12]([C@:14]2([CH3:21])[CH2:19][CH2:18][O:17][C:16]([NH2:20])=[N:15]2)[CH:13]=1.C(O)(=O)C.C(O[BH-](OC(=O)C)OC(=O)C)(=O)C.[Na+]>ClCCl>[CH:1]1([NH:7][C:8]2[CH:9]=[CH:10][C:11]([F:22])=[C:12]([C@:14]3([CH3:21])[CH2:19][CH2:18][O:17][C:16]([NH2:20])=[N:15]3)[CH:13]=2)[CH2:5][CH2:4][CH2:3][CH2:2]1 |f:3.4|. Procedure details: A solution of cyclopentanone (26.2 μl, 296 μmol) and (S)-4-(5-amino-2-fluoro-phenyl)-4-methyl-5,6-dihydro-4H-[1,3]oxazin-2-ylamine (intermediate A8.4) (60 mg, 269 μmol) in dichloromethane (2 ml) was treated with acetic acid (30.8 μl, 538 μmol) followed by sodium triacetoxyborohydride (85.4 mg, 403 μmol). The reaction mixture was stirred at room temperature for 2.5 hours. For the workup, the reaction mixture was quenched with a saturated solution of sodium hydrogencarbonate, then extracted with e... Starting materials: Fc1ccc(F)c(CN2CCNc3ncc(-c4ccc(N5CCOCC5)nc4)cc32)c1Cl, N#C[Cu], CN(C)C=O. The product is N#Cc1c(F)ccc(F)c1CN1CCNc2ncc(-c3ccc(N4CCOCC4)nc3)cc21. As a reaction SMILES: [Cl:1][c:2]1[c:3]([CH2:4][N:5]2[c:6]3[c:7]([n:11][cH:12][c:13](-[c:15]4[cH:16][n:17][c:18]([N:21]5[CH2:22][CH2:23][O:24][CH2:25][CH2:26]5)[cH:19][cH:20]4)[cH:14]3)[NH:8][CH2:9][CH2:10]2)[c:27]([F:32])[cH:28][cH:29][c:30]1[F:31].[Cu:33][C:34]#[N:35].[O:36]=[CH:37][N:38]([CH3:39])[CH3:40]>>[c:2]1([C:34]#[N:35])[c:3]([CH2:4][N:5]2[c:6]3[c:7]([n:11][cH:12][c:13](-[c:15]4[cH:16][n:17][c:18]([N:21]5[CH2:22][CH2:23][O:24][CH2:25][CH2:26]5)[cH:19][cH:20]4)[cH:14]3)[NH:8][CH2:9][CH2:10]2)[c:27]([F:32])[cH:28][cH:29][c:30]1[F:31].